From a dataset of the Open Reaction Database (ORD), a public repository of structured organic reaction records. describe an organic reaction: reactants, conditions, products, and yield The reactants are CCO, CC(C)(C)OC(=O)NC(Cc1cc(F)cc(F)c1)C(O)CCl, [K+], [OH-], O. The product is CC(C)(C)OC(=O)NC(Cc1cc(F)cc(F)c1)C1CO1. Reaction SMILES: [CH3:26][CH2:27][OH:28].[Cl:1][CH2:2][CH:3]([CH:4]([CH2:5][c:6]1[cH:7][c:8]([F:13])[cH:9][c:10]([F:12])[cH:11]1)[NH:14][C:15]([O:16][C:17]([CH3:18])([CH3:19])[CH3:20])=[O:21])[OH:22].[K+:24].[OH-:23].[OH2:25]>>[CH2:2]1[CH:3]([CH:4]([CH2:5][c:6]2[cH:7][c:8]([F:13])[cH:9][c:10]([F:12])[cH:11]2)[NH:14][C:15]([O:16][C:17]([CH3:18])([CH3:19])[CH3:20])=[O:21])[O:22]1.